Dataset: the Open Reaction Database (ORD), a public repository of structured organic reaction records. Task: describe an organic reaction: reactants, conditions, products, and yield Starting materials: [O-]CC.[Na+] (sodium ethoxide), C(C)O (ethanol), CS(=O)(=O)NC1=CC2=C(NC(=NS2(=O)=O)CC(=O)O)C=C1 ((7-methanesulfonylamino-1,1-dioxo-1,4-dihydro-1λ6-benzo[1,2,4]thiadiazin-3-yl)-acetic acid), C(C)OC(=O)C1C(CCC1)NCC1=CC=CC=C1 (2-benzylamino-cyclopentanecarboxylic acid ethyl ester), CN1CCOCC1 (N-methylmorpholine), Cl.CN(CCCN=C=NCC)C (1-(3-dimethylaminopropyl)-3-ethylcarbodiimide hydrochloride). RXN SMILES: [CH3:1][S:2]([NH:5][C:6]1[CH:21]=[CH:20][C:9]2[NH:10][C:11]([CH2:16][C:17](O)=[O:18])=[N:12][S:13](=[O:15])(=[O:14])[C:8]=2[CH:7]=1)(=[O:4])=[O:3].C(O[C:25]([CH:27]1[CH2:31][CH2:30][CH2:29][CH:28]1[NH:32][CH2:33][C:34]1[CH:39]=[CH:38][CH:37]=[CH:36][CH:35]=1)=[O:26])C.CN1CCOCC1.Cl.CN(C)CCCN=C=NCC.[O-]CC.[Na+].C(O)C>CN(C)C=O.C(O)(=O)C>[CH2:33]([N:32]1[C@@H:28]2[C@@H:27]([CH2:31][CH2:30][CH2:29]2)[C:25]([OH:26])=[C:16]([C:11]2[NH:10][C:9]3[CH:20]=[CH:21][C:6]([NH:5][S:2]([CH3:1])(=[O:4])=[O:3])=[CH:7][C:8]=3[S:13](=[O:14])(=[O:15])[N:12]=2)[C:17]1=[O:18])[C:34]1[CH:35]=[CH:36][CH:37]=[CH:38][CH:39]=1 |f:3.4,5.6|. The solvent is C(C)(=O)O (acetic acid), CN(C=O)C (N,N-dimethylformamide). The yield is 30.3%. Conditions: temperature 25 celsius, time 4 hour. The product is C(C1=CC=CC=C1)N1C(C(=C([C@@H]2CCC[C@H]12)O)C1=NS(C2=C(N1)C=CC(=C2)NS(=O)(=O)C)(=O)=O)=O (cis-N-[3-(1-benzyl-4-hydroxy-2-oxo-2,4a,5,6,7,7a-hexahydro-1H-[1]pyrindin-3-yl)-1,1-dioxo-1,4-dihydro-1λ6-benzo[1,2,4]thiadiazin-7-yl]-methanesulfonamide). Procedure: A solution of (7-methanesulfonylamino-1,1-dioxo-1,4-dihydro-1λ6-benzo[1,2,4]thiadiazin-3-yl)-acetic acid (prepared as described in Example 1j, 0.100 g, 0.300 mmol) and 2-benzylamino-cyclopentanecarboxylic acid ethyl ester (0.074 g, 0.300 mmol) in N,N-dimethylformamide (1.5 mL) was treated with N-methylmorpholine (63.7 mg, 0.63 mmol), 1-(3-dimethylaminopropyl)-3-ethylcarbodiimide hydrochloride (60.4 mg, 0.315 mmol) and stirred at 25° C. for 4 h. The solvent was removed in vacuo. The crude materia... The reactants are [H-].[Na+] (sodium hydride), COCCO (2-methoxyethanol), C(C)N1CCN(CC1)C1=NC(=CC2=CC=CC=C12)C1=CC(=NC=C1)Cl (1-(4-ethylpiperazin-1-yl)-3-(2-chloropyridin-4-yl)isoquinoline). The product is C(C)N1CCN(CC1)C1=NC(=CC2=CC=CC=C12)C1=CC(=NC=C1)OCCOC (1-(4-ethylpiperazin-1-yl)-3-[2-(2-methoxyethoxy)pyridin-4-yl]isoquinoline). RXN SMILES: [H-].[Na+].[CH2:3]([N:5]1[CH2:10][CH2:9][N:8]([C:11]2[C:20]3[C:15](=[CH:16][CH:17]=[CH:18][CH:19]=3)[CH:14]=[C:13]([C:21]3[CH:26]=[CH:25][N:24]=[C:23](Cl)[CH:22]=3)[N:12]=2)[CH2:7][CH2:6]1)[CH3:4].[CH3:28][O:29][CH2:30][CH2:31][OH:32]>>[CH2:3]([N:5]1[CH2:10][CH2:9][N:8]([C:11]2[C:20]3[C:15](=[CH:16][CH:17]=[CH:18][CH:19]=3)[CH:14]=[C:13]([C:21]3[CH:26]=[CH:25][N:24]=[C:23]([O:32][CH2:31][CH2:30][O:29][CH3:28])[CH:22]=3)[N:12]=2)[CH2:7][CH2:6]1)[CH3:4] |f:0.1|. Reported procedure: 60% oily sodium hydride (0.20 g) was added gradually to 2-methoxyethanol (50 ml), under ice-cooling. To the resulting solution was added 1-(4-ethylpiperazin-1-yl)-3-(2-chloropyridin-4-yl)isoquinoline (0.20 g) obtained in the previous Example, and the mixture was heated under reflux for 3 days. The reaction solution was evaporated, and to the resulting residue were added ethyl acetate and purif ied water. The ethyl acetate layer was washed with water and brine, and dried over magnesium sulfate. T...